Dataset: the Open Reaction Database (ORD), a public repository of structured organic reaction records. Task: describe an organic reaction: reactants, conditions, products, and yield Starting materials: O=C1CCC(=O)N1Br, COC(=O)c1cccc(-c2nc(C)sc2C)c1, ClC(Cl)(Cl)Cl. The product is COC(=O)c1cccc(-c2nc(C)sc2CBr)c1. RXN SMILES: [Br:18][N:19]1[C:20](=[O:21])[CH2:22][CH2:23][C:24]1=[O:25].[CH3:1][O:2][C:3]([c:4]1[cH:5][c:6](-[c:10]2[n:11][c:12]([CH3:16])[s:13][c:14]2[CH3:15])[cH:7][cH:8][cH:9]1)=[O:17].[Cl:26][C:27]([Cl:28])([Cl:29])[Cl:30]>>[CH3:1][O:2][C:3]([c:4]1[cH:5][c:6](-[c:10]2[n:11][c:12]([CH3:16])[s:13][c:14]2[CH2:15][Br:18])[cH:7][cH:8][cH:9]1)=[O:17]. Reactants: BrCC(=O)O (bromoacetic acid), [H-].[Na+] (sodium hydride), C(C1=CC=CC=C1)N1N=C(C2=CC=CC=C12)CO (1-benzyl-3-hydroxymethylindazole). The solvent is O1CCCC1 (tetrahydrofuran), O1CCCC1 (tetrahydrofuran). Yields the product C(C1=CC=CC=C1)N1N=C(C2=CC=CC=C12)CO (1-benzyl-3-hydroxymethylindazole), C(CO)(=O)O (glycolic acid), Compound I. As a reaction SMILES: [H-].[Na+].[CH2:3]([N:10]1[C:18]2[C:13](=[CH:14][CH:15]=[CH:16][CH:17]=2)[C:12]([CH2:19][OH:20])=[N:11]1)[C:4]1[CH:9]=[CH:8][CH:7]=[CH:6][CH:5]=1.Br[CH2:22][C:23]([OH:25])=[O:24]>O1CCCC1>[CH2:3]([N:10]1[C:18]2[C:13](=[CH:14][CH:15]=[CH:16][CH:17]=2)[C:12]([CH2:19][OH:20])=[N:11]1)[C:4]1[CH:5]=[CH:6][CH:7]=[CH:8][CH:9]=1.[C:23]([OH:25])(=[O:24])[CH2:22][OH:20] |f:0.1|. Procedure details: 2.4 g of sodium hydride (60% suspension in oil) are added to a solution of all the amount of 1-benzyl-3-hydroxymethylindazole obtained as described above, in 70 ml of tetrahydrofuran and the reaction mixture is heated to reflux under a stream of an inert gas (nitrogen). A solution of 3.5 g of bromoacetic acid in 40 ml of tetrahydrofuran is then added and the reaction mixture is refluxed for 90 minutes. After cooling, the reaction mixture is worked out in a standard manner and acidified. The resu... Starting materials: B, C1CCOC1, CSC, Cc1cc(N2CCC(C(=O)N3CCN(S(=O)(=O)c4ccc(Cl)cc4)CC3)CC2)nc(C)n1, Cl, [Na+], [OH-]. Product: Cc1cc(N2CCC(CN3CCN(S(=O)(=O)c4ccc(Cl)cc4)CC3)CC2)nc(C)n1. RXN SMILES: [BH3:36].[CH2:40]1[O:41][CH2:42][CH2:43][CH2:44]1.[CH3:33][S:34][CH3:35].[Cl:1][c:2]1[cH:3][cH:4][c:5]([S:8](=[O:9])(=[O:10])[N:11]2[CH2:12][CH2:13][N:14]([C:17](=[O:18])[CH:19]3[CH2:20][CH2:21][N:22]([c:25]4[n:26][c:27]([CH3:32])[n:28][c:29]([CH3:31])[cH:30]4)[CH2:23][CH2:24]3)[CH2:15][CH2:16]2)[cH:6][cH:7]1.[ClH:37].[Na+:39].[OH-:38]>>[Cl:1][c:2]1[cH:3][cH:4][c:5]([S:8](=[O:9])(=[O:10])[N:11]2[CH2:12][CH2:13][N:14]([CH2:17][CH:19]3[CH2:20][CH2:21][N:22]([c:25]4[n:26][c:27]([CH3:32])[n:28][c:29]([CH3:31])[cH:30]4)[CH2:23][CH2:24]3)[CH2:15][CH2:16]2)[cH:6][cH:7]1. The reactants are NC=1C=C(C=CC1C)C(C(=O)OC)(C)C (methyl 2-(3-amino-4-methylphenyl)-2-methylpropanoate), CC1=C(C(=O)Cl)C=C(C(=C1)OC[C@H]1OC2=C(N(C1)C)C=CC=C2)C (2,5-dimethyl-4-(((2S)-4-methyl-3,4-dihydro-2H-1,4-benzoxazin-2-yl)methoxy)benzoylchloride), OC1=CC(=C(C(=O)OC)C=C1C)C (methyl 4-hydroxy-2,5-dimethylbenzoate). Product: CC1=C(C(=O)NC=2C=C(C=CC2C)C(C(=O)O)(C)C)C=C(C(=C1)OC[C@H]1OC2=C(N(C1)C)C=CC=C2)C (2-(3-((2,5-dimethyl-4-(((2S)-4-methyl-3,4-dihydro-2H-1,4-benzoxazin-2-yl)methoxy)benzoyl)amino)-4-methylphenyl)-2-methylpropanoic acid). Isolated yield 66.2%. As a reaction SMILES: [NH2:1][C:2]1[CH:3]=[C:4]([C:9]([CH3:15])([CH3:14])[C:10]([O:12]C)=[O:11])[CH:5]=[CH:6][C:7]=1[CH3:8].[CH3:16][C:17]1[CH:25]=[C:24]([O:26][CH2:27][C@@H:28]2[CH2:33][N:32]([CH3:34])[C:31]3[CH:35]=[CH:36][CH:37]=[CH:38][C:30]=3[O:29]2)[C:23]([CH3:39])=[CH:22][C:18]=1[C:19](Cl)=[O:20].OC1C(C)=CC(C(OC)=O)=C(C)C=1>>[CH3:16][C:17]1[CH:25]=[C:24]([O:26][CH2:27][C@@H:28]2[CH2:33][N:32]([CH3:34])[C:31]3[CH:35]=[CH:36][CH:37]=[CH:38][C:30]=3[O:29]2)[C:23]([CH3:39])=[CH:22][C:18]=1[C:19]([NH:1][C:2]1[CH:3]=[C:4]([C:9]([CH3:15])([CH3:14])[C:10]([OH:12])=[O:11])[CH:5]=[CH:6][C:7]=1[CH3:8])=[O:20]. Procedure details: By the same procedures as a series of Example 18 and Example 19 using methyl 2-(3-amino-4-methylphenyl)-2-methylpropanoate (132 mg)(the compound prepared by the same procedures as Example 16) and 2,5-dimethyl-4-(((2S)-4-methyl-3,4-dihydro-2H-1,4-benzoxazin-2-yl)methoxy)benzoylchloride (210 mg)(the compound prepared by the same procedures as a series of Example 8→Example 9→Example 10 using methyl 4-hydroxy-2,5-dimethylbenzoate.), the title compound (202 mg) having the following physical data was ... Reported procedure: Solid N-[3-[(4-methoxybenzoyl)amino]-2-pyridinyl]glycine ethyl ester, 12.8 g (0.039 mole) was heated in glass in a Wood's metal bath at 210°-220° C. for 6 minutes. The residue was dissolved in methylene chloride, treated with charcoal, and filtered through a Celite pad. The filtrate (dark orange) was treated with Florisil® to give a pale orange filtrate. The filtrate was evaporated to a solid, which was recrystallized from tetrahydrofuran-petroleum ether. The solid was collected, washed with tet... Starting materials: C(C)OC(CNC1=NC=CC=C1NC(C1=CC=C(C=C1)OC)=O)=O (N-[3-[(4-methoxybenzoyl)amino]-2-pyridinyl]glycine ethyl ester), C (charcoal). The solvent is C(Cl)Cl (methylene chloride). Reaction SMILES: [CH2:1]([O:3][C:4](=[O:24])[CH2:5][NH:6][C:7]1[C:12]([NH:13][C:14](=O)[C:15]2[CH:20]=[CH:19][C:18]([O:21][CH3:22])=[CH:17][CH:16]=2)=[CH:11][CH:10]=[CH:9][N:8]=1)[CH3:2].C>C(Cl)Cl>[CH2:1]([O:3][C:4](=[O:24])[CH2:5][N:6]1[C:7]2=[N:8][CH:9]=[CH:10][CH:11]=[C:12]2[N:13]=[C:14]1[C:15]1[CH:20]=[CH:19][C:18]([O:21][CH3:22])=[CH:17][CH:16]=1)[CH3:2]. The product is C(C)OC(CN1C(=NC=2C1=NC=CC2)C2=CC=C(C=C2)OC)=O (2-(4-Methoxyphenyl)-3H-imidazo[4,5-b]pyridine-3-acetic acid ethyl ester). Yield: 29.5%. Starting materials: ClC1=CC=C(N)C=C1 (p-chloroaniline), C(C)(=O)[O-].[Na+] (sodium acetate), mixture, Cl (hydrochloric acid), N(=O)[O-].[Na+] (sodium nitrite), C(C)OC(=O)C1=CN=C2N(C1=O)C(CCC2)C (ethyl-6-methyl-4-oxo-6,7,8,9-tetrahydro-4H-pyrido(1,2-a)pyrimidine-3-carboxylate). The solvent is O (water), O (water). Product: C(C)OC(=O)C1=CN=C2N(C1=O)C(CCC2=NNC2=CC=C(C=C2)Cl)C (ethyl-9-(p-chloro-phenylhydrazono)-6-methyl-4-oxo-6,7,8,9-tetrahydro-4H-pyrido-(1,2-a)pyrimidine-3-carboxylate). Yield: 56.0%. As a reaction SMILES: [Cl:1][C:2]1[CH:8]=[CH:7][C:5]([NH2:6])=[CH:4][CH:3]=1.Cl.[N:10]([O-])=O.[Na+].C([O-])(=O)C.[Na+].[CH2:19]([O:21][C:22]([C:24]1[C:29](=[O:30])[N:28]2[CH:31]([CH3:35])[CH2:32][CH2:33][CH2:34][C:27]2=[N:26][CH:25]=1)=[O:23])[CH3:20]>O>[CH2:19]([O:21][C:22]([C:24]1[C:29](=[O:30])[N:28]2[CH:31]([CH3:35])[CH2:32][CH2:33][C:34](=[N:10][NH:6][C:5]3[CH:7]=[CH:8][C:2]([Cl:1])=[CH:3][CH:4]=3)[C:27]2=[N:26][CH:25]=1)=[O:23])[CH3:20] |f:2.3,4.5|. Procedure: To a mixture of 2.5 g. (0.02 mole) of p-chloroaniline and 10 ml. of a 1:1 diluted aqueous hydrochloric acid a solution of 1.4 g. (0.01 mole) of sodium nitrite and 10 ml. of water is slowly added dropwise at 0°-5° C. under stirring. To the reaction mixture 12.0 g. of solid sodium acetate are added in portions, whereupon a solution of 4.7 g. (0.02 mole) of ethyl-6-methyl-4-oxo-6,7,8,9-tetrahydro-4H-pyrido(1,2-a)pyrimidine-3-carboxylate and 10 ml. of water is slowly added dropwise under vigorous st... The reactants are C(C(C)C)(=O)N(C1=C(C=C(C=C1)F)F)N1CCCC1 ((isobutyryl(2,4-difluorophenyl)amino)pyrrolidine), C(=O)(OCC1=CC=CC=C1)N1C[C@H](CC1)N(C1CCC(CC1)F)C(C(COC(C)=O)(C)C)=O ((3S)-1-cbz-3-[acetyloxypivaloyl(4-fluorocyclohexyl)amino]pyrrolidine), C(=O)(OCC1=CC=CC=C1)N1C[C@H](CC1)N(C1CCC(CC1)F)C(C(COC(C)=O)(C)C)=O ((3S)-1-cbz-3-[acetyloxypivaloyl(4-fluoro-cyclohexyl)amino]pyrrolidine). The product is C(C)(=O)OCC(C(=O)N([C@@H]1CNCC1)C1CCC(CC1)F)(C)C ((3S)-3-[acetyloxypivaloyl(4-fluorocyclohexyl)amino]pyrrolidine). RXN SMILES: C(N(N1CCCC1)C1C=CC(F)=CC=1F)(=O)C(C)C.C([N:30]1[CH2:34][CH2:33][C@H:32]([N:35]([C:43](=[O:52])[C:44]([CH3:51])([CH3:50])[CH2:45][O:46][C:47](=[O:49])[CH3:48])[CH:36]2[CH2:41][CH2:40][CH:39]([F:42])[CH2:38][CH2:37]2)[CH2:31]1)(OCC1C=CC=CC=1)=O>>[C:47]([O:46][CH2:45][C:44]([CH3:51])([CH3:50])[C:43]([N:35]([CH:36]1[CH2:37][CH2:38][CH:39]([F:42])[CH2:40][CH2:41]1)[C@H:32]1[CH2:33][CH2:34][NH:30][CH2:31]1)=[O:52])(=[O:49])[CH3:48]. Procedure: The title compound was prepared following the procedure described in Intermediate 64 using the product of Step B, (3S)-1-cbz-3-[acetyloxypivaloyl(4-fluoro-cyclohexyl)amino]pyrrolidine.